From a dataset of the Open Reaction Database (ORD), a public repository of structured organic reaction records. describe an organic reaction: reactants, conditions, products, and yield The reactants are ClC1=C(C(=O)O)C(=CC=C1)C (2-chloro-6-methyl benzoic acid), Cl.CN(CCCN=C=NCC)C (1-(3-dimehtylaminopropyl)-3-ethylcarbodiimide hydrochloride), O.ON1N=NC2=C1C=CC=C2 (1-hydroxybenzotriazol hydrate), Cl.C(C)OC([C@H](CC1=CC=C(C=C1)N1C(C2=CC=CC(=C2C1=O)C)=O)N)=O ((2S)-2-amino-3-[4-(4-methyl-1,3-dioxo-1,3-dihydroisoindole-2-yl)phenyl] propionic acid ethylester hydrochloride). The solvent is ClCCl (dichloromethane), C(C)N(CC)CC (triethylamine). Run at temperature 45 celsius, time 8 hour. Yields the product C(C)OC([C@H](CC1=CC=C(C=C1)N1C(C2=CC=CC(=C2C1=O)C)=O)NC(C1=C(C=CC=C1C)Cl)=O)=O ((2S)-2-(2-chloro-6-methyl-benzoylamino)-3-[4-(4-methyl-1,3-dioxo-1,3-dihydroisoindole-2-yl)phenyl] Propionic Acid Ethylester). RXN SMILES: [Cl:1][C:2]1[CH:10]=[CH:9][CH:8]=[C:7]([CH3:11])[C:3]=1[C:4]([OH:6])=O.Cl.CN(C)CCCN=C=NCC.O.ON1C2C=CC=CC=2N=N1.Cl.[CH2:36]([O:38][C:39](=[O:61])[C@@H:40]([NH2:60])[CH2:41][C:42]1[CH:47]=[CH:46][C:45]([N:48]2[C:56](=[O:57])[C:55]3[C:50](=[CH:51][CH:52]=[CH:53][C:54]=3[CH3:58])[C:49]2=[O:59])=[CH:44][CH:43]=1)[CH3:37]>ClCCl.C(N(CC)CC)C>[CH2:36]([O:38][C:39](=[O:61])[C@@H:40]([NH:60][C:4](=[O:6])[C:3]1[C:7]([CH3:11])=[CH:8][CH:9]=[CH:10][C:2]=1[Cl:1])[CH2:41][C:42]1[CH:43]=[CH:44][C:45]([N:48]2[C:56](=[O:57])[C:55]3[C:50](=[CH:51][CH:52]=[CH:53][C:54]=3[CH3:58])[C:49]2=[O:59])=[CH:46][CH:47]=1)[CH3:37] |f:1.2,3.4,5.6|. Reported procedure: The mixture of 88.2 mg of 2-chloro-6-methyl benzoic acid, 99.1 mg of 1-(3-dimehtylaminopropyl)-3-ethylcarbodiimide hydrochloride, 79.1 mg of 1-hydroxybenzotriazol hydrate, 107 μl of triethylamine, 100 mg of (2S)-2-amino-3-[4-(4-methyl-1,3-dioxo-1,3-dihydroisoindole-2-yl)phenyl] propionic acid ethylester hydrochloride and 1 ml of dichloromethane was stirred at 45° C. overnight. The mixture was purified by silica gel chromatography to obtain the title compound. Reactants: OCC1C2C=CC(C1)C2 (5-hydroxy methyl-2-norbornene), ClC1=CC(=CC=C1)C(=O)OO (m-chloro perbenzoic acid). Solvent: C(Cl)Cl (methylene chloride). Run at temperature 0 celsius, time 1 hour. Product: OC1C2CC3C(COC13)C2 (2-hydroxy-4-oxatricyclo[4.2.1.03,7]nonane). Isolated yield 72.2%. Reaction SMILES: [OH:1][CH2:2][CH:3]1[CH2:8][CH:7]2[CH2:9][CH:4]1[CH:5]=[CH:6]2.ClC1C=CC=C(C(OO)=[O:18])C=1>C(Cl)Cl>[OH:18][CH:6]1[CH:5]2[CH:4]3[CH:3]([CH2:8][CH:7]1[CH2:9]3)[CH2:2][O:1]2. Procedure details: 12.4 g of 5-hydroxy methyl-2-norbornene and 300 ml of methylene chloride were put in a flask, and 28.7 g (75% content) of m-chloro perbenzoic acid was dropped therein at 30° C. After completion of dropping, it was agitated at the temperature for 1 hour, then it was cooled to 0° C., and the precipitated benzoic acid was removed by filtration. The filtrate was washed with an aqueous solution of sodium sulfite, an aqueous solution of sodium bicarbonate, and then the organic layer was concentrated u...